From a dataset of the Open Reaction Database (ORD), a public repository of structured organic reaction records. describe an organic reaction: reactants, conditions, products, and yield Starting materials: CCOC(=O)c1c(C(C)(C)O)nc(SCC)n1Cc1ccc(-c2ccccc2-c2nnnn2C(c2ccccc2)(c2ccccc2)c2ccccc2)cc1, CC(=O)O. Yields the product CCOC(=O)c1c(C(C)(C)O)nc(SCC)n1Cc1ccc(-c2ccccc2-c2nnn[nH]2)cc1. RXN SMILES: [CH2:1]([CH3:2])[S:3][c:4]1[n:5]([CH2:18][c:19]2[cH:20][cH:21][c:22](-[c:25]3[c:26](-[c:31]4[n:32][n:33][n:34][n:35]4[C:36]([c:37]4[cH:38][cH:39][cH:40][cH:41][cH:42]4)([c:43]4[cH:44][cH:45][cH:46][cH:47][cH:48]4)[c:49]4[cH:50][cH:51][cH:52][cH:53][cH:54]4)[cH:27][cH:28][cH:29][cH:30]3)[cH:23][cH:24]2)[c:6]([C:13](=[O:14])[O:15][CH2:16][CH3:17])[c:7]([C:9]([CH3:10])([CH3:11])[OH:12])[n:8]1.[CH3:55][C:56](=[O:57])[OH:58]>>[CH2:1]([CH3:2])[S:3][c:4]1[n:5]([CH2:18][c:19]2[cH:20][cH:21][c:22](-[c:25]3[c:26](-[c:31]4[n:32][n:33][n:34][nH:35]4)[cH:27][cH:28][cH:29][cH:30]3)[cH:23][cH:24]2)[c:6]([C:13](=[O:14])[O:15][CH2:16][CH3:17])[c:7]([C:9]([CH3:10])([CH3:11])[OH:12])[n:8]1. Reactants: O=C1C(OC2=C(OC1)C=CC=C2)C(=O)OC (3-Oxo-4-carbomethoxy-3,4-dihydro-2H-1,5-benzodioxepin), CO (methanol), Cl (hydrochloric acid). Solvent: O (water). Product: O=C1COC2=C(OC1)C=CC=C2 (3-oxo-3,4-dihydro-2H-1,5-benzodioxepin). Reaction SMILES: [O:1]=[C:2]1[CH2:8][O:7][C:6]2[CH:9]=[CH:10][CH:11]=[CH:12][C:5]=2[O:4][CH:3]1C(OC)=O.CO.Cl>O>[O:1]=[C:2]1[CH2:3][O:4][C:5]2[CH:12]=[CH:11][CH:10]=[CH:9][C:6]=2[O:7][CH2:8]1. Procedure: 3-Oxo-4-carbomethoxy-3,4-dihydro-2H-1,5-benzodioxepin (110 g.) is added to a mixture of methanol (210 ml.), concentrated hydrochloric acid (50 ml.) and water (160 ml.) and the mixture then is refluxed for 18 hours. The product is extracted with ether, and the ether extract washed with four 50 ml. portions of sodium bicarbonate solution, then twice with 50 ml. portions of water. After drying the washed ether extract over magnesium sulfate and evaporation to remove the solvent there is obtained 3-... Solvent: CO (methanol). Reaction conditions: temperature 63 celsius, time 1 day. As a reaction SMILES: [C:1]1([C:7]2([C:10]3[N:15]=[C:14]4[S:16][C:17]([C:19]5[CH:20]=[C:21]6[C:26](=[CH:27][CH:28]=5)[CH2:25][NH:24][CH2:23][CH2:22]6)=[N:18][C:13]4=[CH:12][CH:11]=3)[CH2:9][CH2:8]2)[CH:6]=[CH:5][CH:4]=[CH:3][CH:2]=1.[C:29]([OH:33])(=[O:32])[CH:30]=[CH2:31].CCN(C(C)C)C(C)C>CO>[C:1]1([C:7]2([C:10]3[N:15]=[C:14]4[S:16][C:17]([C:19]5[CH:20]=[C:21]6[C:26](=[CH:27][CH:28]=5)[CH2:25][N:24]([CH2:31][CH2:30][C:29]([OH:33])=[O:32])[CH2:23][CH2:22]6)=[N:18][C:13]4=[CH:12][CH:11]=3)[CH2:9][CH2:8]2)[CH:2]=[CH:3][CH:4]=[CH:5][CH:6]=1. Product: C1(=CC=CC=C1)C1(CC1)C1=CC=C2C(=N1)SC(=N2)C=2C=C1CCN(CC1=CC2)CCC(=O)O (3-(6-(5-(1-phenylcyclopropyl)thiazolo[5,4-b]pyridin-2-yl)-3,4-dihydroisoquinolin-2(1H)-yl)propanoic acid). Reported procedure: A mixture of 5-(1-phenylcyclopropyl)-2-(1,2,3,4-tetrahydroisoquinolin-6-yl)thiazolo[5,4-b]pyridine (28.1 mg, 0.073 mmol), acrylic acid (7.54 μl, 0.110 mmol), and DIPEA (1.276 μl, 7.33 μmol) in methanol (0.80 mL) was stirred at 63° C. for 1 d. The resulting suspension was then concentrated in vacuo, and the residue was taken up in DMSO (2.0 mL)+TFA (50 μL) and purified by rpHPLC (10-100% CH3CN/H2O+0.1% TFA) to provide 3-(6-(5-(1-phenylcyclopropyl)thiazolo[5,4-b]pyridin-2-yl)-3,4-dihydroisoquinoli... The reactants are C1(=CC=CC=C1)C1(CC1)C1=CC=C2C(=N1)SC(=N2)C=2C=C1CCNCC1=CC2 (5-(1-phenylcyclopropyl)-2-(1,2,3,4-tetrahydroisoquinolin-6-yl)thiazolo[5,4-b]pyridine), C(C=C)(=O)O (acrylic acid), CCN(C(C)C)C(C)C (DIPEA). Reactants: C1C=CC2C1C3CC2C=C3 (dicyclopentadiene), C=CCCCC (1-hexene), [I-].C(C)[Al+]CC (diethylaluminum iodide). Solvent: C1=CC=CC=C1 (benzene). Run at time 1 hour. Yields the product C1C=CC2C1C3CC2C=C3.C=CCCCC (Dicyclopentadiene 1-Hexene). Reaction SMILES: [CH2:1]1[CH:5]2[CH:6]3[CH:10]=[CH:9][CH:8]([CH:4]2[CH:3]=[CH:2]1)[CH2:7]3.[CH2:11]=[CH:12][CH2:13][CH2:14][CH2:15][CH3:16].[I-].C([Al+]CC)C>C1C=CC=CC=1>[CH2:1]1[CH:5]2[CH:6]3[CH:10]=[CH:9][CH:8]([CH:4]2[CH:3]=[CH:2]1)[CH2:7]3.[CH2:11]=[CH:12][CH2:13][CH2:14][CH2:15][CH3:16] |f:2.3,5.6|. Procedure: 2500 ml dry benzene cosolvent, 360 ml dicyclopentadiene solution (90 wt.% in benzene), 85 ml of the 1-hexene solution, and 30 ml of the diethylaluminum iodide solution were charged to a dry, nitrogen-purged 1-gallon bottle. 37.5 ml of the MoCl5 solution was charged last, and the bottle was shaken. After 1 hour the reaction was shortstopped with 7.5 ml ethanolamine, 25 ml Solution A and 5 ml water. The reaction mixture was transferred to a beaker and 500 ml benzene added. The beaker contents were... The reactants are C(C1=CC=CC=C1)C1=C2N(C=C(N1)C1=CC=CC=C1)C(C(=N2)CC=2OC=CC2)=O (8-benzyl-2-(furan-2-ylmethyl)-6-phenylimidazo[1,2-a]pyrazin-3(7H)-one), BrCC1=CC=C(C=C1)B1OC(C(O1)(C)C)(C)C (2-(4-(bromomethyl)phenyl)-4,4,5,5-tetramethyl-1,3,2-dioxaborolane), C([O-])([O-])=O.[K+].[K+] (potassium carbonate), [I-].[K+] (potassium iodide). The product is C(C1=CC=CC=C1)C=1C=2N(C=C(N1)C1=CC=CC=C1)C(C(N2)(CC2=CC=C(C=C2)B2OC(C(O2)(C)C)(C)C)CC=2OC=CC2)=O (8-benzyl-2-(furan-2-ylmethyl)-6-phenyl-2-(4-(4,4,5,5-tetramethyl-1,3,2-dioxaborolan-2-yl)benzyl)imidazo[1,2-a]pyrazin-3(2H)-one). Reaction SMILES: [CH2:1]([C:8]1[NH:13][C:12]([C:14]2[CH:19]=[CH:18][CH:17]=[CH:16][CH:15]=2)=[CH:11][N:10]2[C:20](=[O:29])[C:21]([CH2:23][C:24]3[O:25][CH:26]=[CH:27][CH:28]=3)=[N:22][C:9]=12)[C:2]1[CH:7]=[CH:6][CH:5]=[CH:4][CH:3]=1.Br[CH2:31][C:32]1[CH:37]=[CH:36][C:35]([B:38]2[O:42][C:41]([CH3:44])([CH3:43])[C:40]([CH3:46])([CH3:45])[O:39]2)=[CH:34][CH:33]=1.C(=O)([O-])[O-].[K+].[K+].[I-].[K+]>>[CH2:1]([C:8]1[C:9]2[N:10]([C:20](=[O:29])[C:21]([CH2:23][C:24]3[O:25][CH:26]=[CH:27][CH:28]=3)([CH2:31][C:32]3[CH:33]=[CH:34][C:35]([B:38]4[O:39][C:40]([CH3:46])([CH3:45])[C:41]([CH3:44])([CH3:43])[O:42]4)=[CH:36][CH:37]=3)[N:22]=2)[CH:11]=[C:12]([C:14]2[CH:19]=[CH:18][CH:17]=[CH:16][CH:15]=2)[N:13]=1)[C:2]1[CH:3]=[CH:4][CH:5]=[CH:6][CH:7]=1 |f:2.3.4,5.6|. Procedure details: To a solution of 8-benzyl-2-(furan-2-ylmethyl)-6-phenylimidazo[1,2-a]pyrazin-3(7H)-one, 2-(4-(bromomethyl)phenyl)-4,4,5,5-tetramethyl-1,3,2-dioxaborolane, potassium carbonate and potassium iodide (33 mg, 0.20 mmol) is added. The reaction mixture is stirred at room temperature and is heated to 40° C. until HPLC shows the completion of the reaction. Starting materials: BrC=1N(C(=C(C1Br)S(=O)(=O)C(F)(F)F)C1=CC=C(C=C1)Cl)CNC(C)=O (N-{{2,3-Dibromo-5-(p-chlorophenyl)-4-[(trifluoromethyl)sulfonyl]pyrrol-1-yl}methyl}acetamide), O(Cl)Cl (oxychloride), O (water). Run in C(Cl)Cl (methylene chloride). Reaction conditions: time 8 hour. Yields the product BrC=1N(C(=C(C1Br)S(=O)(=O)C(F)(F)F)C1=CC=C(C=C1)Cl)CCl (2,3-Dibromo-1-(chloromethyl)-5-(p-chlorophenyl)-4-[(trifluoromethyl)sulfonyl]pyrrole). RXN SMILES: [Br:1][C:2]1[N:3]([CH2:22]NC(=O)C)[C:4]([C:15]2[CH:20]=[CH:19][C:18]([Cl:21])=[CH:17][CH:16]=2)=[C:5]([S:8]([C:11]([F:14])([F:13])[F:12])(=[O:10])=[O:9])[C:6]=1[Br:7].O(Cl)[Cl:28].O>C(Cl)Cl>[Br:1][C:2]1[N:3]([CH2:22][Cl:28])[C:4]([C:15]2[CH:20]=[CH:19][C:18]([Cl:21])=[CH:17][CH:16]=2)=[C:5]([S:8]([C:11]([F:14])([F:12])[F:13])(=[O:10])=[O:9])[C:6]=1[Br:7]. Procedure: N-{{2,3-Dibromo-5-(p-chlorophenyl)-4-[(trifluoromethyl)sulfonyl]pyrrol-1-yl}methyl}acetamide (4.5 g, 0.00835 mol) is added t0 phosphoros oxychloride (15 mL). The reaction mixture is refluxed for 31/2 hours, poured into water, stirred overnight and filtered to obtain a solid. The solid is dissolved into methylene chloride and the solution is dried over anhydrous sodium sulfate and concentrated in vacuo to obtain the title product as a yellow solid (3.8 g, mp 53°-156° C.) which is identified by 1H... Reported procedure: A mixture of 84.4 g (0.241 mol) of 9,9-bis(4-hydroxyphenyl)fluorene, 46.7 g (0.53 mol) of ethylene carbonate, 3.3 g (0.024 mol) of potassium carbonate, and a catalytic amount of 18-crown-6 in 400 mL of xylenes was heated at reflux with mechanical stirring for 6 h. The mixture was allowed to cool slowly to room temperature, and the solvent was decanted from the precipitated product. The resulting white solid was washed with ligroin (to prevent the formation of a gummy mass), and dried under a str... Reaction SMILES: OC1[CH:7]=[CH:6][C:5]([C:8]2([C:21]3[CH:26]=CC(O)=CC=3)[C:20]3[CH:19]=[CH:18][CH:17]=[CH:16][C:15]=3[C:14]3C2=[CH:10][CH:11]=[CH:12][CH:13]=3)=[CH:4]C=1.C1(=O)O[CH2:31][CH2:30][O:29]1.[C:34](=[O:37])([O-])[O-].[K+].[K+].C1OCCOCCOCCOCCOCCOC1>>[OH:29][CH2:30][CH2:31][O:37][C:34]1[CH:10]=[CH:11][CH:12]=[CH:13][C:14]=1[C:15]1[C:20]2[C:8]3[C:5](=[CH:6][CH:7]=[CH:26][CH:21]=3)[CH2:4][C:19]=2[CH:18]=[CH:17][CH:16]=1 |f:2.3.4|. Reactants: OC1=CC=C(C=C1)C1(C2=CC=CC=C2C=2C=CC=CC12)C1=CC=C(C=C1)O (9,9-bis(4-hydroxyphenyl)fluorene), C1(OCCO1)=O (ethylene carbonate), C([O-])([O-])=O.[K+].[K+] (potassium carbonate), C1COCCOCCOCCOCCOCCO1 (18-crown-6). Run in xylenes. Conditions: time 6 hour. Yield: 970.1%. Yields the product OCCOC1=C(C=CC=C1)C1=CC=CC=2CC3=CC=CC=C3C12 (4-(2-hydroxyethoxyphenyl)fluorene).